describe an organic reaction: reactants, conditions, products, and yield From a dataset of the Open Reaction Database (ORD), a public repository of structured organic reaction records. Reactants: CC(=O)CC(=O)OCCCl, C1CCNCC1, CC(=O)O, O=Cc1ccccc1[N+](=O)[O-], c1ccccc1. Yields the product CC(=O)C(=Cc1ccccc1[N+](=O)[O-])C(=O)OCCCl. RXN SMILES: [C:12]([CH2:13][C:14](=[O:15])[CH3:16])(=[O:17])[O:18][CH2:19][CH2:20][Cl:21].[CH2:22]1[CH2:23][CH2:24][NH:25][CH2:26][CH2:27]1.[CH3:28][C:29](=[O:30])[OH:31].[N+:1](=[O:2])([O-:3])[c:4]1[c:5]([CH:6]=[O:7])[cH:8][cH:9][cH:10][cH:11]1.[cH:32]1[cH:33][cH:34][cH:35][cH:36][cH:37]1>>[N+:1](=[O:2])([O-:3])[c:4]1[c:5]([CH:6]=[C:13]([C:12](=[O:17])[O:18][CH2:19][CH2:20][Cl:21])[C:14](=[O:15])[CH3:16])[cH:8][cH:9][cH:10][cH:11]1. Reactants: C(CC)OC1=C(C(=C(C2=CC=CC=C12)OCCC)C(=O)O)C(=O)O (1,4-Bis(propyloxy)-2,3-naphthalenedicarboxylic acid), S(=O)(Cl)Cl (thionyl chloride). Run in C(Cl)(Cl)Cl (chloroform). Reaction conditions: temperature 65 celsius. The product is C(CC)OC1=C2C=CC=CC2=C(C=2C(OC(C21)=O)=O)OCCC (4,9-Bis(propyloxy)naphtho[2,3-c]furan-1,3-dione). The yield is 103.7%. Reaction SMILES: [CH2:1]([O:4][C:5]1[C:14]2[C:9](=[CH:10][CH:11]=[CH:12][CH:13]=2)[C:8]([O:15][CH2:16][CH2:17][CH3:18])=[C:7]([C:19]([OH:21])=[O:20])[C:6]=1[C:22]([OH:24])=O)[CH2:2][CH3:3].S(Cl)(Cl)=O>C(Cl)(Cl)Cl>[CH2:1]([O:4][C:5]1[C:6]2[C:22](=[O:24])[O:20][C:19](=[O:21])[C:7]=2[C:8]([O:15][CH2:16][CH2:17][CH3:18])=[C:9]2[C:14]=1[CH:13]=[CH:12][CH:11]=[CH:10]2)[CH2:2][CH3:3]. Reported procedure: 1,4-Bis(propyloxy)-2,3-naphthalenedicarboxylic acid (8.91 g, 26.8 mmol) was suspended in chloroform (80 ml) and thionyl chloride (20.5 ml, 281.4 mmol) was added dropwise whilst monitoring the temperature (no significant change). The reaction was heated at 65° C. for 2.5 hours. The reaction mixture was cooled to room temperature and concentrated in vacuo. The yellow/brown solid was azeotroped with chloroform (×3) to afford the title compound as a beige solid (8.74 g, 27.8 mmol). The product is BrC=1C(=NC(=CC1)OCC(C)(C)C)F (3-bromo-2-fluoro-6-(neopentyloxy)pyridine). Starting materials: BrN1C(CCC1=O)=O (N-bromosuccinimide), FC1=NC(=CC=C1)OCC(C)(C)C (2-fluoro-6-(neopentyloxy)pyridine). The solvent is C(C)#N (acetonitrile). As a reaction SMILES: [Br:1]N1C(=O)CCC1=O.[F:9][C:10]1[CH:15]=[CH:14][CH:13]=[C:12]([O:16][CH2:17][C:18]([CH3:21])([CH3:20])[CH3:19])[N:11]=1>C(#N)C>[Br:1][C:15]1[C:10]([F:9])=[N:11][C:12]([O:16][CH2:17][C:18]([CH3:21])([CH3:20])[CH3:19])=[CH:13][CH:14]=1. Run at temperature 70 celsius. Procedure details: N-bromosuccinimide (8.29 g, 46.6 mmol) was added to a solution of 2-fluoro-6-(neopentyloxy)pyridine (7.11 g, 38.8 mmol) in acetonitrile (80 mL) at rt. The reaction mixture was heated to 70° C. overnight. The reaction mixture was cooled to rt and the solvent was removed under reduced pressure. The residue was dissolved in DCM and washed with water. The organic layer was separated, dried over sodium sulfate and concentrated under reduced pressure. The residue was purified by flash chromatography (... Yield: 51.8%. Solvent: CO (methanol), CO (methanol). Yields the product N([C@@H](C)C(=O)N[C@@H](CCCNC(NS(=O)(=O)C1=CC=C(C)C=C1)=N)C(=O)N1[C@H](C(=O)N[C@@H](C)C(=O)O)CCC1)C(=O)OC(C)(C)C (Boc-Ala-Arg(Tos)-Pro-Ala-OH). As a reaction SMILES: [NH:1]([C:47]([O:49][C:50]([CH3:53])([CH3:52])[CH3:51])=[O:48])[C@H:2]([C:4]([NH:6][C@H:7]([C:25]([N:27]1[CH2:46][CH2:45][CH2:44][C@H:28]1[C:29]([NH:31][C@H:32]([C:34]([O:36]CC1C=CC=CC=1)=[O:35])[CH3:33])=[O:30])=[O:26])[CH2:8][CH2:9][CH2:10][NH:11][C:12](=[NH:24])[NH:13][S:14]([C:17]1[CH:23]=[CH:22][C:20]([CH3:21])=[CH:19][CH:18]=1)(=[O:16])=[O:15])=[O:5])[CH3:3].[OH-].[Na+].C(Cl)(Cl)Cl.CO.N(C(OC(C)(C)C)=O)[C@H](C(N[C@H](C(N1CCC[C@H]1C(N[C@H](C(N[C@H](C(OCC1C=CC=CC=1)=O)CCCCNC(OCC1C=CC=CC=1Cl)=O)=O)C)=O)=O)CCCNC(=N)NS(C1C=CC(C)=CC=1)(=O)=O)=O)CC(=O)N>CO>[NH:1]([C:47]([O:49][C:50]([CH3:52])([CH3:51])[CH3:53])=[O:48])[C@H:2]([C:4]([NH:6][C@H:7]([C:25]([N:27]1[CH2:46][CH2:45][CH2:44][C@H:28]1[C:29]([NH:31][C@H:32]([C:34]([OH:36])=[O:35])[CH3:33])=[O:30])=[O:26])[CH2:8][CH2:9][CH2:10][NH:11][C:12](=[NH:24])[NH:13][S:14]([C:17]1[CH:18]=[CH:19][C:20]([CH3:21])=[CH:22][CH:23]=1)(=[O:16])=[O:15])=[O:5])[CH3:3] |f:1.2,3.4|. Isolated yield 68.1%. The reactants are N([C@@H](C)C(=O)N[C@@H](CCCNC(NS(=O)(=O)C1=CC=C(C)C=C1)=N)C(=O)N1[C@H](C(=O)N[C@@H](C)C(=O)OCC2=CC=CC=C2)CCC1)C(=O)OC(C)(C)C (Boc-Ala-Arg(Tos)-Pro-Ala-OBzl), [OH-].[Na+] (NaOH), N([C@@H](CC(N)=O)C(=O)N[C@@H](CCCNC(NS(=O)(=O)C1=CC=C(C)C=C1)=N)C(=O)N1[C@H](C(=O)N[C@@H](C)C(=O)N[C@@H](CCCCNC(=O)OCC2=C(Cl)C=CC=C2)C(=O)OCC2=CC=CC=C2)CCC1)C(=O)OC(C)(C)C (Boc-Asn-Arg(Tos)-Pro-Ala-Lys(ClZ)-OBzl), C(Cl)(Cl)Cl.CO (chloroform methanol). Reported procedure: At 0° C. to the solution of 550 mg (0.726 mmol) of Boc-Ala-Arg(Tos)-Pro-Ala-OBzl (SEQ ID NO: 7) in 20 ml of methanol 8 ml of the solution of NaOH in methanol (2 mol/L) were added. The reaction mixture was stirred at 0° C. for 2 h and TLC (chloroform/methanol, 15:1) indicated complete disappearance of Boc-Asn-Arg(Tos)-Pro-Ala-Lys(ClZ)-OBzl (SEQ ID NO: 17). The reaction mixture was neutralized to pH 7 and evaporated at room temperature to remove methanol. The residue was acidified to pH 1–2 with h... Conditions: temperature 0 celsius, time 2 hour. Starting materials: COc1cc(CN(c2ccc(C#N)cc2)n2cnnc2)cc(Cl)c1OCc1ccccc1, C1CCOC1, CCO. Yields the product COc1cc(CN(c2ccc(C#N)cc2)n2cnnc2)cc(Cl)c1O. Reaction SMILES: [CH2:1]([c:2]1[cH:3][cH:4][cH:5][cH:6][cH:7]1)[O:8][c:9]1[c:10]([Cl:32])[cH:11][c:12]([CH2:13][N:14]([c:15]2[cH:16][cH:17][c:18]([C:19]#[N:20])[cH:21][cH:22]2)[n:23]2[cH:24][n:25][n:26][cH:27]2)[cH:28][c:29]1[O:30][CH3:31].[CH2:36]1[O:37][CH2:38][CH2:39][CH2:40]1.[CH3:33][CH2:34][OH:35]>>[OH:8][c:9]1[c:10]([Cl:32])[cH:11][c:12]([CH2:13][N:14]([c:15]2[cH:16][cH:17][c:18]([C:19]#[N:20])[cH:21][cH:22]2)[n:23]2[cH:24][n:25][n:26][cH:27]2)[cH:28][c:29]1[O:30][CH3:31]. Starting materials: CC(C)(C)OC(=O)NC1CCC(Oc2ccc3c(=O)[nH]ccc3c2)CC1, ClCCl, O=C(O)C(F)(F)F. The product is NC1CCC(Oc2ccc3c(=O)[nH]ccc3c2)CC1. Reaction SMILES: [C:1]([O:2][C:3](=[O:4])[NH:7][CH:8]1[CH2:9][CH2:10][CH:11]([O:14][c:15]2[cH:16][c:17]3[cH:18][cH:19][nH:20][c:21](=[O:25])[c:22]3[cH:23][cH:24]2)[CH2:12][CH2:13]1)([CH3:5])([CH3:6])[CH3:26].[Cl:27][CH2:28][Cl:29].[OH:30][C:31]([C:32]([F:33])([F:34])[F:35])=[O:36]>>[NH2:7][CH:8]1[CH2:9][CH2:10][CH:11]([O:14][c:15]2[cH:16][c:17]3[cH:18][cH:19][nH:20][c:21](=[O:25])[c:22]3[cH:23][cH:24]2)[CH2:12][CH2:13]1.